Dataset: the Open Reaction Database (ORD), a public repository of structured organic reaction records. Task: describe an organic reaction: reactants, conditions, products, and yield Reactants: resultant suspension, C(C)(C)(C)OC(=O)N1CCC(CC1)C=O (1-(tert-butoxycarbonyl)-4-(formyl)piperidine), N1=CC=C(C=C1)C1CCNCC1 (4-(4-pyridyl)piperidine), C(#N)[BH3-].[Na+] (sodium cyanoborohydride). Run in CO.C(C)(=O)O (methanol acetic acid). Yields the product C(C)(C)(C)OC(=O)N1CCC(CC1)CN1CCC(CC1)C1=CC=NC=C1 (1-tert-butoxycarbonyl-4-[4-(4-pyridyl)-1-piperidylmethyl]piperidine). Isolated yield 37.8%. RXN SMILES: [C:1]([O:5][C:6]([N:8]1[CH2:13][CH2:12][CH:11]([CH:14]=O)[CH2:10][CH2:9]1)=[O:7])([CH3:4])([CH3:3])[CH3:2].[N:16]1[CH:21]=[CH:20][C:19]([CH:22]2[CH2:27][CH2:26][NH:25][CH2:24][CH2:23]2)=[CH:18][CH:17]=1.C([BH3-])#N.[Na+]>CO.C(O)(=O)C>[C:1]([O:5][C:6]([N:8]1[CH2:13][CH2:12][CH:11]([CH2:14][N:25]2[CH2:26][CH2:27][CH:22]([C:19]3[CH:18]=[CH:17][N:16]=[CH:21][CH:20]=3)[CH2:23][CH2:24]2)[CH2:10][CH2:9]1)=[O:7])([CH3:4])([CH3:3])[CH3:2] |f:2.3,4.5|. Reported procedure: To a solution of 1-(tert-butoxycarbonyl)-4-(formyl)piperidine (2.59 g) and 4-(4-pyridyl)piperidine (1.97 g) in methanol/acetic acid (99:1) was added sodium cyanoborohydride (2.29 g) portionwise over 30 minutes and the resultant suspension stirred at ambient temperature for 3 hours. The suspension was quenched by addition of saturated aqueous sodium bicarbonate solution and the resulting mixture extracted with ethyl acetate. The organic phase was dried (Na2SO4) and evaporated. The residue was pur... The reactants are O1COCC(C1)OC(N[C@H]([C@@H](CNCC(CCC#N)(C)C)O)CC1=CC=CC=C1)=O ({(1S,2R)-1-Benzyl-3-(4-cyano-2,2-dimethyl-butylamino)-2-hydroxy-propyl}-carbamic acid [1,3]dioxan-5-yl ester), C(C1=CC=CC=C1)OC1=CC=C(C=C1)S(=O)(=O)Cl (4-benzyloxybenzenesulfonyl chloride), N(C(C)C)(C(C)C)CC (N(i-Pr)2Et). Run in CN(C)C=O (DMF), CCOC(=O)C (EtOAc). Reaction conditions: temperature 0 celsius, time 5 hour. The product is O1COCC(C1)OC(N[C@H]([C@@H](CN(S(=O)(=O)C1=CC=C(C=C1)OCC1=CC=CC=C1)CC(CCC#N)(C)C)O)CC1=CC=CC=C1)=O ({(1S,2R)-1-Benzyl-3-[(4-cyano-2,2-dimethyl-butyl)-(4-benzyloxybenzenesulfonyl)-amino]-2-hydroxy-propyl}-carbamic acid [1,3]dioxan-5-yl ester). RXN SMILES: [O:1]1[CH2:6][CH:5]([O:7][C:8](=[O:30])[NH:9][C@@H:10]([CH2:23][C:24]2[CH:29]=[CH:28][CH:27]=[CH:26][CH:25]=2)[C@H:11]([OH:22])[CH2:12][NH:13][CH2:14][C:15]([CH3:21])([CH3:20])[CH2:16][CH2:17][C:18]#[N:19])[CH2:4][O:3][CH2:2]1.[CH2:31]([O:38][C:39]1[CH:44]=[CH:43][C:42]([S:45](Cl)(=[O:47])=[O:46])=[CH:41][CH:40]=1)[C:32]1[CH:37]=[CH:36][CH:35]=[CH:34][CH:33]=1.N(CC)(C(C)C)C(C)C>CN(C=O)C.CCOC(C)=O>[O:1]1[CH2:6][CH:5]([O:7][C:8](=[O:30])[NH:9][C@@H:10]([CH2:23][C:24]2[CH:25]=[CH:26][CH:27]=[CH:28][CH:29]=2)[C@H:11]([OH:22])[CH2:12][N:13]([CH2:14][C:15]([CH3:21])([CH3:20])[CH2:16][CH2:17][C:18]#[N:19])[S:45]([C:42]2[CH:41]=[CH:40][C:39]([O:38][CH2:31][C:32]3[CH:33]=[CH:34][CH:35]=[CH:36][CH:37]=3)=[CH:44][CH:43]=2)(=[O:47])=[O:46])[CH2:4][O:3][CH2:2]1. Procedure details: {(1S,2R)-1-Benzyl-3-(4-cyano-2,2-dimethyl-butylamino)-2-hydroxy-propyl}-carbamic acid [1,3]dioxan-5-yl ester (14.8 mg, 0.04 mmol) was combined with 4-benzyloxybenzenesulfonyl chloride (12.0 mg, 1.2 eq.) in anhydrous DMF (1 mL). Solution was chilled to 0° C. and N(i-Pr)2Et (18.4 μL, 3 eq.) was added. Reaction was allowed to warm to room temperature and stirred for 5 hours. Reaction mixture was diluted in EtOAc (10 mL) and washed with sat. NaHCO3 (10 mL), 0.5 N KHSO4 (10 mL) and brine (10 mL). Org...